This data is from the Open Reaction Database (ORD), a public repository of structured organic reaction records. The task is: describe an organic reaction: reactants, conditions, products, and yield Reactants: COC(=O)c1cnn2c(C(F)(F)F)cc(Cl)nc12, Cl, [Na], O, O, S. Yields the product COC(=O)c1cnn2c(C(F)(F)F)cc(S)nc12. As a reaction SMILES: [Cl:1][c:2]1[n:3][c:4]2[n:5]([c:6]([C:8]([F:9])([F:10])[F:11])[cH:7]1)[n:12][cH:13][c:14]2[C:15](=[O:16])[O:17][CH3:18].[ClH:22].[Na:21].[OH2:19].[OH2:23].[SH2:20]>>[c:2]1([SH:20])[n:3][c:4]2[n:5]([c:6]([C:8]([F:9])([F:10])[F:11])[cH:7]1)[n:12][cH:13][c:14]2[C:15](=[O:16])[O:17][CH3:18]. Run in C(C)(=O)OCC (ethyl acetate), C(Cl)Cl (methylene chloride), C1CCOC1 (THF). Reactants: BrC=1C2=CC=C(N2)C(=C2C=CC(C(=C3C=CC(=C(C=4C=CC1N4)C4=CC=CC=C4)N3)Br)=N2)C2=CC=CC=C2 (5,15-dibromo-10,20-diphenylporphyrin), C(=O)([O-])[O-].[Cs+].[Cs+] (Cs2CO3), C(C1=CC=CC=C1)[C@H]1NC(OC1)=O ((R)-(+)-4-benzyl-2-oxazolidinone), CC1(C2=C(C(=CC=C2)P(C3=CC=CC=C3)C4=CC=CC=C4)OC5=C(C=CC=C51)P(C6=CC=CC=C6)C7=CC=CC=C7)C (Xantphos). Reaction SMILES: Br[C:2]1[C:3]2[NH:7][C:6]([C:8](C3C=CC=CC=3)=[C:9]3[N:32]=[C:12]([C:13](Br)=[C:14]4[NH:30][C:17](=[C:18](C5C=CC=CC=5)[C:19]5[CH:20]=[CH:21][C:22]=1[N:23]=5)[CH:16]=[CH:15]4)[CH:11]=[CH:10]3)=[CH:5][CH:4]=2.C([C@@H]1COC(=O)N1)C1C=CC=CC=1.CC1(C)C2C(=C(P(C3C=CC=CC=3)C3C=CC=CC=3)C=CC=2)OC2C(P(C3C=CC=CC=3)C3C=CC=CC=3)=CC=CC1=2.C([O-])([O-])=O.[Cs+].[Cs+]>C1COCC1.C1C=CC(/C=C/C(/C=C/C2C=CC=CC=2)=O)=CC=1.C1C=CC(/C=C/C(/C=C/C2C=CC=CC=2)=O)=CC=1.C1C=CC(/C=C/C(/C=C/C2C=CC=CC=2)=O)=CC=1.[Pd].[Pd].C(OCC)(=O)C.C(Cl)Cl>[C:3]12[CH:2]=[C:22]3[N:23]=[C:19]([CH:20]=[CH:21]3)[CH:18]=[C:17]3[NH:30][C:14]([CH:15]=[CH:16]3)=[CH:13][C:12]3=[N:32][C:9]([CH:10]=[CH:11]3)=[CH:8][C:6]([NH:7]1)=[CH:5][CH:4]=2 |f:3.4.5,7.8.9.10.11|. Reagents/catalysts: C=1C=CC(=CC1)/C=C/C(=O)/C=C/C2=CC=CC=C2.C=1C=CC(=CC1)/C=C/C(=O)/C=C/C2=CC=CC=C2.C=1C=CC(=CC1)/C=C/C(=O)/C=C/C2=CC=CC=C2.[Pd].[Pd] (Pd2(dba)3). Procedure details: The general procedure described by Gao et al., (2004) Org. Lett., 6:1837, was used to couple 5,15-dibromo-10,20-diphenylporphyrin (31.0 mg, 0.05 mmol) with (R)-(+)-4-benzyl-2-oxazolidinone (70.8 mg, 0.4 mmol), using Pd2(dba)3 (2.3 mg, 0.0025 mmol) and Xantphos (5.78 mg, 0.01 mmol) in the presence of Cs2CO3 (65.2 mg, 0.2 mmol). The reaction was conducted in THF at 68° C. for 22 h., The title compound was isolated by flash chromatography (silica gel, methylene chloride:ethyl acetate (v/v)=9:1) as ... The product is C12=CC=C(N1)C=C1C=CC(=N1)C=C1C=CC(N1)=CC=1C=CC(N1)=C2 (Porphyrin). Reactants: C(=O)(OCC1=CC=CC=C1)OC1=CC=C(C(=O)O)C=C1 (4-carbobenzoxyoxybenzoic acid), P(Cl)(Cl)(Cl)(Cl)Cl (phosphorus pentachloride). Run in CCOCC (ether). The product is C(=O)(OCC1=CC=CC=C1)OC1=CC=C(C(=O)Cl)C=C1 (4-carbobenzoxyoxybenzoyl chloride). The yield is 57.7%. As a reaction SMILES: [C:1]([O:11][C:12]1[CH:20]=[CH:19][C:15]([C:16](O)=[O:17])=[CH:14][CH:13]=1)([O:3][CH2:4][C:5]1[CH:10]=[CH:9][CH:8]=[CH:7][CH:6]=1)=[O:2].P(Cl)(Cl)(Cl)(Cl)[Cl:22]>CCOCC>[C:1]([O:11][C:12]1[CH:20]=[CH:19][C:15]([C:16]([Cl:22])=[O:17])=[CH:14][CH:13]=1)([O:3][CH2:4][C:5]1[CH:10]=[CH:9][CH:8]=[CH:7][CH:6]=1)=[O:2]. Reported procedure: A solution of 27 m moles(7.3 g) of the above 4-carbobenzoxyoxybenzoic acid and 27 m moles(5.6 g) of phosphorus pentachloride in 50 ml of ether was stirred for 24 hours at room temperature. After the reaction, deetherizing was carried out, and the obtained crystal was recrystallized from hexane, to obtain 4.5 g of 4-carbobenzoxyoxybenzoyl chloride [m.p. 65.5°-67.4° C⟧ (yield: 57%) Starting materials: [H-].[Na+] (sodium hydride), C1(=CC=CC=C1)C (toluene), COC(CNC(OCC)=O)OC (ethyl N-(2,2-dimethoxyethyl)-carbamate), ClCC(=C)CF (1-chloro-2-fluoromethylprop-2-ene). Run in O (water). Run at temperature 90 celsius, time 1 hour. Product: FCC(CN(C(OCC)=O)CC(OC)OC)=C (Ethyl N-(2-fluoromethylallyl)-N-(2,2-dimethoxyethyl) -carbamate). Reaction SMILES: [H-].[Na+].C1(C)C=CC=CC=1.[CH3:10][O:11][CH:12]([O:20][CH3:21])[CH2:13][NH:14][C:15](=[O:19])[O:16][CH2:17][CH3:18].Cl[CH2:23][C:24]([CH2:26][F:27])=[CH2:25]>O>[F:27][CH2:26][C:24](=[CH2:23])[CH2:25][N:14]([CH2:13][CH:12]([O:11][CH3:10])[O:20][CH3:21])[C:15](=[O:19])[O:16][CH2:17][CH3:18] |f:0.1|. Reported procedure: 8 g (0.26 mol) of sodium hydride (80% pure) are initially introduced into 200 ml of toluene and 35.8 g (0.2 mol) of ethyl N-(2,2-dimethoxyethyl)-carbamate are added dropwise at 90° C. The mixture is then stirred for one hour at 90° C. and 32.6 g (0.3 mol) of 1-chloro-2-fluoromethylprop-2-ene are then added dropwise. The mixture is stirred overnight at 90° C., salts are dissolved in water, and the aqueous phase is separated off and extracted with toluene. The organic phases are dried over potassi... The reactants are CN(C=O)C (N,N-dimethylformamide), C(C)OC(CN(C1=C(C=CC(=C1)I)C)CC(=O)OCC)=O (N-(5-iodo-2-methylphenyl)iminodiacetic acid diethyl ester), C(C=C)(=O)OC(C)(C)C (tert-butyl acrylate), O (water). Reagents/catalysts: [I-].C(CCC)[N+](CCCC)(CCCC)CCCC (tetra-n-butylammoniumiodide). Solvent: C(C)(=O)OCC (ethyl acetate), C(C)N(CC)CC (triethylamine). Run at temperature 80 celsius, time 3 hour. The product is C(C)OC(CN(C1=C(C=CC(=C1)CCC(=O)OC(C)(C)C)C)CC(=O)OCC)=O (N-[5-(3-tert-butoxy-3-oxopropyl)-2-methylphenyl]iminodiacetic acid diethyl ester). The yield is 87.9%. RXN SMILES: CN(C)C=O.[CH2:6]([O:8][C:9](=[O:26])[CH2:10][N:11]([CH2:20][C:21]([O:23][CH2:24][CH3:25])=[O:22])[C:12]1[CH:17]=[C:16](I)[CH:15]=[CH:14][C:13]=1[CH3:19])[CH3:7].[C:27]([O:31][C:32]([CH3:35])([CH3:34])[CH3:33])(=[O:30])[CH:28]=[CH2:29].O>[I-].C([N+](CCCC)(CCCC)CCCC)CCC.C(OCC)(=O)C.C(N(CC)CC)C>[CH2:6]([O:8][C:9](=[O:26])[CH2:10][N:11]([CH2:20][C:21]([O:23][CH2:24][CH3:25])=[O:22])[C:12]1[CH:17]=[C:16]([CH2:29][CH2:28][C:27]([O:31][C:32]([CH3:35])([CH3:34])[CH3:33])=[O:30])[CH:15]=[CH:14][C:13]=1[CH3:19])[CH3:7] |f:4.5|. Procedure: To N,N-dimethylformamide (43 ml) were added the compound (2.03 g, 5.00 mmol) obtained in step A, tert-butyl acrylate (3.20 g, 25.00 mmol), [1,1′-bis(diphenylphosphino)ferrocene]palladium(II)dichloride—dichloromethane complex (1:1) (204 mg, 0.250 mmol), tetra-n-butylammoniumiodide (2.78 g, 7.50 mmol), water (6.9 ml) and triethylamine (6.9 ml), and the mixture was heated at 80° C. for 2 hr. The reaction mixture was cooled, diluted with ethyl acetate, washed with water and saturated brine, and drie... The reactants are FC1=CC=C(C=C1)C1=CCN(CC1O)C1=NC(N(C=N1)CC=1SC(=CC1)C(F)(F)F)=O (4-[4-(4-fluorophenyl)-5-hydroxy-5,6-dihydropyridin-1(2H)-yl]-1-{[5-(trifluoromethyl)thiophen-2-yl]methyl}-1,3,5-triazin-2(1H)-one), resultant mixture, C(C)(=O)OC(C)=O (acetic anhydride), C(C)(=O)[O-].[Na+] (sodium acetate). Product: C(C)(=O)OC1CN(CC=C1C1=CC=C(C=C1)F)C=1N=CN(C(N1)=O)CC=1SC(=CC1)C(F)(F)F (4-(4-Fluorophenyl)-(4-oxo-5-{[5-(trifluoromethyl)thiophen-2-yl]methyl}-4,5-dihydro-1,3,5-triazin-2-yl)-1,2,3,6-tetrahydropyridin-3-yl acetate). The yield is 94.0%. RXN SMILES: [F:1][C:2]1[CH:7]=[CH:6][C:5]([C:8]2[CH:13]([OH:14])[CH2:12][N:11]([C:15]3[N:20]=[CH:19][N:18]([CH2:21][C:22]4[S:23][C:24]([C:27]([F:30])([F:29])[F:28])=[CH:25][CH:26]=4)[C:17](=[O:31])[N:16]=3)[CH2:10][CH:9]=2)=[CH:4][CH:3]=1.[C:32](OC(=O)C)(=[O:34])[CH3:33].C([O-])(=O)C.[Na+]>>[C:32]([O:14][CH:13]1[C:8]([C:5]2[CH:4]=[CH:3][C:2]([F:1])=[CH:7][CH:6]=2)=[CH:9][CH2:10][N:11]([C:15]2[N:20]=[CH:19][N:18]([CH2:21][C:22]3[S:23][C:24]([C:27]([F:28])([F:29])[F:30])=[CH:25][CH:26]=3)[C:17](=[O:31])[N:16]=2)[CH2:12]1)(=[O:34])[CH3:33] |f:2.3|. Reported procedure: To 4-[4-(4-fluorophenyl)-5-hydroxy-5,6-dihydropyridin-1(2H)-yl]-1-{[5-(trifluoromethyl)thiophen-2-yl]methyl}-1,3,5-triazin-2(1H)-one (20.0 mg, 0.0442 mmol) synthesized in Synthesis Example 190, at room temperature, acetic anhydride (2.0 mL) and sodium acetate (9.00 mg, 0.110 mmol) were added at room temperature and the resultant mixture was stirred at 100° C. for 40 minutes. After the completion of the reaction, the reaction solution was concentrated and to the resultant residue, water was added...